Dataset: the Open Reaction Database (ORD), a public repository of structured organic reaction records. Task: describe an organic reaction: reactants, conditions, products, and yield As a reaction SMILES: [CH3:31][CH:32]1[NH:33][CH2:34][CH2:35][CH2:36]1.[Cl:1][c:2]1[cH:3][c:4]([C:5](=[O:6])[NH:7][c:8]2[cH:9][cH:10][c:11]([O:18][CH2:19][CH2:20][N:21]3[CH2:22][CH2:23][O:24][CH2:25][CH2:26]3)[c:12]3[cH:13][cH:14][cH:15][cH:16][c:17]23)[cH:27][c:28]([CH3:30])[n:29]1>>[c:2]1([N:33]2[CH:32]([CH3:31])[CH2:36][CH2:35][CH2:34]2)[cH:3][c:4]([C:5](=[O:6])[NH:7][c:8]2[cH:9][cH:10][c:11]([O:18][CH2:19][CH2:20][N:21]3[CH2:22][CH2:23][O:24][CH2:25][CH2:26]3)[c:12]3[cH:13][cH:14][cH:15][cH:16][c:17]23)[cH:27][c:28]([CH3:30])[n:29]1. Yields the product Cc1cc(C(=O)Nc2ccc(OCCN3CCOCC3)c3ccccc23)cc(N2CCCC2C)n1. Starting materials: CC1CCCN1, Cc1cc(C(=O)Nc2ccc(OCCN3CCOCC3)c3ccccc23)cc(Cl)n1. The reactants are ClC(Cl)(Cl)Cl, CCCCCCCCC(=O)Oc1ccc(C(=O)O)cc1, O=S(Cl)Cl. The product is CCCCCCCCC(=O)Oc1ccc(C(=O)Cl)cc1. Reaction SMILES: [C:25]([Cl:26])([Cl:27])([Cl:28])[Cl:29].[CH2:1]([CH2:2][CH2:3][CH2:4][CH2:5][CH2:6][CH2:7][CH3:8])[C:9](=[O:10])[O:11][c:12]1[cH:13][cH:14][c:15]([C:16](=[O:17])[OH:18])[cH:19][cH:20]1.[S:21]([Cl:22])([Cl:23])=[O:24]>>[CH2:1]([CH2:2][CH2:3][CH2:4][CH2:5][CH2:6][CH2:7][CH3:8])[C:9](=[O:10])[O:11][c:12]1[cH:13][cH:14][c:15]([C:16](=[O:17])[Cl:23])[cH:19][cH:20]1.